From a dataset of the Open Reaction Database (ORD), a public repository of structured organic reaction records. describe an organic reaction: reactants, conditions, products, and yield Starting materials: CCOCC, CC#N, NOc1ccc([N+](=O)[O-])cc1[N+](=O)[O-], c1cc2occc2cn1. The product is O=[N+]([O-])c1ccc([O-])c([N+](=O)[O-])c1, N[n+]1ccc2occc2c1. RXN SMILES: [CH3:24][CH2:25][O:26][CH2:27][CH3:28].[CH3:29][C:30]#[N:31].[NH2:10][O:11][c:12]1[c:13]([N+:21](=[O:22])[O-:23])[cH:14][c:15]([N+:18](=[O:19])[O-:20])[cH:16][cH:17]1.[o:1]1[cH:2][cH:3][c:4]2[cH:5][n:6][cH:7][cH:8][c:9]12>>[O-:11][c:12]1[c:13]([N+:21](=[O:22])[O-:23])[cH:14][c:15]([N+:18](=[O:19])[O-:20])[cH:16][cH:17]1.[o:1]1[cH:2][cH:3][c:4]2[cH:5][n+:6]([NH2:10])[cH:7][cH:8][c:9]12. The reactants are COC(CCCC=1OC=C(N1)C1=C(C=CC=C1)[N+](=O)[O-])=O (4-[4-(2-nitro-phenyl)-oxazol-2-yl]-butyric acid methyl ester), BrCC(=O)C1=C(C=CC=C1)[N+](=O)[O-] (2-bromo-2′-nitroacetophenone), COC(CCC(=O)N)=O (succinamic acid methyl ester). Product: COC(CCC=1OC=C(N1)C1=C(C=CC=C1)[N+](=O)[O-])=O (3-[4-(2-nitro-phenyl)-oxazol-2-yl]-propionic acid methyl ester). Isolated yield 35.7%. As a reaction SMILES: COC(=O)CCCC1OC=C(C2C=CC=CC=2[N+]([O-])=O)N=1.Br[CH2:23][C:24]([C:26]1[CH:31]=[CH:30][CH:29]=[CH:28][C:27]=1[N+:32]([O-:34])=[O:33])=O.[CH3:35][O:36][C:37](=[O:43])[CH2:38][CH2:39][C:40]([NH2:42])=[O:41]>>[CH3:35][O:36][C:37](=[O:43])[CH2:38][CH2:39][C:40]1[O:41][CH:23]=[C:24]([C:26]2[CH:31]=[CH:30][CH:29]=[CH:28][C:27]=2[N+:32]([O-:34])=[O:33])[N:42]=1. Reported procedure: Using a method similar to the procedure described for the preparation of 4-[4-(2-nitro-phenyl)-oxazol-2-yl]-butyric acid methyl ester; reaction of 2-bromo-2′-nitroacetophenone (15.43 g, 63.2 mmol) with succinamic acid methyl ester (14.4 g, 110 mmol) gives 3-[4-(2-nitro-phenyl)-oxazol-2-yl]-propionic acid methyl ester (6.24 g, 36%). MS (ES): (M+1)+ 277.1 m/z. Reactants: CCOC(C)=O, C(=NC1CCCCC1)=NC1CCCCC1, NCCNC(=O)OCc1ccccc1, O=C(O)c1ccccc1O, c1c[nH]cn1. The product is O=C(NCCNC(=O)c1ccccc1O)OCc1ccccc1. As a reaction SMILES: [CH3:45][CH2:46][O:47][C:48](=[O:49])[CH3:50].[CH:30]1([N:31]=[C:32]=[N:33][CH:34]2[CH2:35][CH2:36][CH2:37][CH2:38][CH2:39]2)[CH2:40][CH2:41][CH2:42][CH2:43][CH2:44]1.[NH2:1][CH2:2][CH2:3][NH:4][C:5]([O:6][CH2:7][c:8]1[cH:9][cH:10][cH:11][cH:12][cH:13]1)=[O:14].[OH:20][C:21](=[O:22])[c:23]1[cH:24][cH:25][cH:26][cH:27][c:28]1[OH:29].[nH:15]1[cH:16][cH:17][n:18][cH:19]1>>[NH:1]([CH2:2][CH2:3][NH:4][C:5]([O:6][CH2:7][c:8]1[cH:9][cH:10][cH:11][cH:12][cH:13]1)=[O:14])[C:21](=[O:20])[c:23]1[cH:24][cH:25][cH:26][cH:27][c:28]1[OH:29]. The reactants are COC1=C(CN2C(CC(C2)C(C)N2N=CC(=C2)C2=NC(=CC(=C2)C)NC2=NC=CC(=C2)C(F)(F)F)=O)C=CC(=C1)OC (1-(2,4-dimethoxybenzyl)-4-{1-[4-(4-methyl-6-{[4-(trifluoromethyl)-pyridin-2-yl]amino}pyridin-2-yl)-1H-pyrazol-1-yl]ethyl}pyrrolidin-2-one). Run in C(=O)(C(F)(F)F)O (TFA). Conditions: temperature 60 celsius, time 3 hour. The product is CC1=CC(=NC(=C1)NC1=NC=CC(=C1)C(F)(F)F)C=1C=NN(C1)C(C)C1CC(NC1)=O (4-{1-[4-(4-methyl-6-{[4-(trifluoromethyl)pyridin-2-yl]amino}pyridin-2-yl)-1H-pyrazol-1-yl]ethyl}pyrrolidin-2one). As a reaction SMILES: COC1C=C(OC)C=CC=1C[N:6]1[CH2:10][CH:9]([CH:11]([N:13]2[CH:17]=[C:16]([C:18]3[CH:23]=[C:22]([CH3:24])[CH:21]=[C:20]([NH:25][C:26]4[CH:31]=[C:30]([C:32]([F:35])([F:34])[F:33])[CH:29]=[CH:28][N:27]=4)[N:19]=3)[CH:15]=[N:14]2)[CH3:12])[CH2:8][C:7]1=[O:36]>C(O)(C(F)(F)F)=O>[CH3:24][C:22]1[CH:21]=[C:20]([NH:25][C:26]2[CH:31]=[C:30]([C:32]([F:35])([F:33])[F:34])[CH:29]=[CH:28][N:27]=2)[N:19]=[C:18]([C:16]2[CH:15]=[N:14][N:13]([CH:11]([CH:9]3[CH2:10][NH:6][C:7](=[O:36])[CH2:8]3)[CH3:12])[CH:17]=2)[CH:23]=1. Reported procedure: A mixture of 1-(2,4-dimethoxybenzyl)-4-{1-[4-(4-methyl-6-{[4-(trifluoromethyl)-pyridin-2-yl]amino}pyridin-2-yl)-1H-pyrazol-1-yl]ethyl}pyrrolidin-2-one (100 mg, 0.17 mmol) in TFA (5 mL) was stirred at 60° C. for 3 hours. The solvent was removed under reduced pressure and the crude product was purified by reverse phase HPLC (ACN/water with 0.1% formic acid modifier) to afford 4-{1-[4-(4-methyl-6-{[4-(trifluoromethyl)pyridin-2-yl]amino}pyridin-2-yl)-1H-pyrazol-1-yl]ethyl}pyrrolidin-2one. Reactants: BrCCCCCCBr, [Na+], [OH-], O, OCCCCCCc1ncccn1. Product: BrCCCCCCOCCCCCCc1ncccn1. As a reaction SMILES: [Br:14][CH2:15][CH2:16][CH2:17][CH2:18][CH2:19][CH2:20][Br:21].[Na+:23].[OH-:22].[OH2:24].[n:1]1[c:2]([CH2:7][CH2:8][CH2:9][CH2:10][CH2:11][CH2:12][OH:13])[n:3][cH:4][cH:5][cH:6]1>>[n:1]1[c:2]([CH2:7][CH2:8][CH2:9][CH2:10][CH2:11][CH2:12][O:13][CH2:20][CH2:19][CH2:18][CH2:17][CH2:16][CH2:15][Br:14])[n:3][cH:4][cH:5][cH:6]1. Reactants: C(C)(=O)OC(C)=O (acetic anhydride), [N+](=O)([O-])C=1SC(=C(C1)Cl)C1=CC=C(C=C1)Cl (2-nitro-4-chloro-5-(4-chlorophenyl)thiophene), CO (methanol), Cl (HCl). The reagents and catalysts are [Fe] (iron). The solvent is C(C)(=O)O (acetic acid). The product is Cl.NC=1SC(=C(C1)Cl)C1=CC=C(C=C1)Cl (2-amino-4-chloro-5-(4-chlorophenyl)thiophene hydrochloric acid salt). Reaction SMILES: [N+:1]([C:4]1[S:5][C:6]([C:10]2[CH:15]=[CH:14][C:13]([Cl:16])=[CH:12][CH:11]=2)=[C:7]([Cl:9])[CH:8]=1)([O-])=O.C(OC(=O)C)(=O)C.Cl.CO>C(O)(=O)C.[Fe]>[ClH:9].[NH2:1][C:4]1[S:5][C:6]([C:10]2[CH:15]=[CH:14][C:13]([Cl:16])=[CH:12][CH:11]=2)=[C:7]([Cl:9])[CH:8]=1 |f:6.7|. Procedure: Following the procedure of Example 12, 2-nitro-4-chloro-5-(4-chlorophenyl)thiophene (2.3 g) is reacted with acetic anhydride (14 ml) and iron powder (2.3 g) in acetic acid (14 ml), followed by reacton with HCl and methanol (30 ml) to give 2-amino-4-chloro-5-(4-chlorophenyl)thiophene hydrochloric acid salt.